From a dataset of the Open Reaction Database (ORD), a public repository of structured organic reaction records. describe an organic reaction: reactants, conditions, products, and yield Starting materials: CO[C@@H]1[C@H](C(OC)O[C@@H]([C@@H]1OC)COC)O (methyl 3,4,6-tri-O -methylgalactopyranoside), CO[C@@H]1C(OC)OC[C@H]([C@H]1O)OC (methyl 2,4-di-O-methylarabinopyranoside). Product: CO[C@@H]1[C@H](C(OC)O[C@@H]([C@H]1OC)CO)O (methyl 3,4-di-O -methylglucopyranoside), CO[C@H]1C(OC)O[C@@H]([C@H]([C@@H]1OC)OC)COC (methyl 2,3,4,6-tetra-O-methylglucopyranoside). RXN SMILES: [CH3:1][O:2][C@H:3]1[C@@H:10]([O:11][CH3:12])[C@@H:9]([CH2:13][O:14][CH3:15])[O:8][CH:5]([O:6][CH3:7])[C@@H:4]1[OH:16].[CH3:17]O[C@H]1[C@H](O)[C@H](OC)COC1OC>>[CH3:1][O:2][C@H:3]1[C@H:10]([O:11][CH3:12])[C@@H:9]([CH2:13][OH:14])[O:8][CH:5]([O:6][CH3:7])[C@@H:4]1[OH:16].[CH3:17][O:16][C@@H:4]1[C@@H:3]([O:2][CH3:1])[C@H:10]([O:11][CH3:12])[C@@H:9]([CH2:13][O:14][CH3:15])[O:8][CH:5]1[O:6][CH3:7]. Reported procedure: When it is subjected to methanolysis (i.e., heated under reflux in 9% hydrochloric acid-dry methanol), it gives 1 mol each of methylgalactoside, methylarabinoside and methylglucuronide, and 2 mols of methylglucoside. A completely methylated compound (C77H132O29) obtained by methylation of soyasaponin A1 with methyl iodide, dimethyl sulfoxide and sodium hydride gives 1 mol each of methyl 3,4-di-O -methylglucopyranoside, methyl 3,4,6-tri-O -methylgalactopyranoside and methyl 2,4-di-O-methylarabino...